From a dataset of the Open Reaction Database (ORD), a public repository of structured organic reaction records. describe an organic reaction: reactants, conditions, products, and yield Starting materials: solution, [F-].C(CCC)[N+](CCCC)(CCCC)CCCC (tetrabutylammonium fluoride), O([Si](C1=CC=CC=C1)(C1=CC=CC=C1)C(C)(C)C)CC1(COC(OC1)(C)C)CN1C(=NC(=C1)COCOC)[N+](=O)[O-] (5-(t-butyldiphenylsiloxymethyl)-2,2-dimethyl-5-[(4-methoxymethoxymethyl-2-nitro-1H-imidazol-1-yl)methyl]-1,3-dioxane). Run in O1CCCC1 (tetrahydrofuran), O1CCCC1 (tetrahydrofuran). Reaction conditions: temperature 25 celsius, time 10 minute. Yields the product CC1(OCC(CO1)(CN1C(=NC(=C1)COCOC)[N+](=O)[O-])CO)C (2,2-dimethyl-5-hydroxymethyl-5-{(4-methoxymethoxymethyl-2-nitro-1H-imidazol-1-yl)methyl}-1,3-dioxane). The yield is 93.3%. RXN SMILES: [O:1]([CH2:19][C:20]1([CH2:28][N:29]2[CH:33]=[C:32]([CH2:34][O:35][CH2:36][O:37][CH3:38])[N:31]=[C:30]2[N+:39]([O-:41])=[O:40])[CH2:25][O:24][C:23]([CH3:27])([CH3:26])[O:22][CH2:21]1)[Si](C(C)(C)C)(C1C=CC=CC=1)C1C=CC=CC=1.[F-].C([N+](CCCC)(CCCC)CCCC)CCC>O1CCCC1>[CH3:26][C:23]1([CH3:27])[O:22][CH2:21][C:20]([CH2:19][OH:1])([CH2:28][N:29]2[CH:33]=[C:32]([CH2:34][O:35][CH2:36][O:37][CH3:38])[N:31]=[C:30]2[N+:39]([O-:41])=[O:40])[CH2:25][O:24]1 |f:1.2|. Procedure details: 86 mg (0.15 mmol equivalents) of 5-(t-butyldiphenylsiloxymethyl)-2,2-dimethyl-5-[(4-methoxymethoxymethyl-2-nitro-1H-imidazol-1-yl)methyl]-1,3-dioxane was dissolved in 1.0 mL of tetrahydrofuran, 0.17 mL (1 mol/L solution, 0.17 mmol equivalents) of a solution of tetrabutylammonium fluoride in tetrahydrofuran was added thereto, and the mixture was stirred at room temperature (25° C.) for 10 minutes. After completion of the reaction, the solvent was removed by distillation, and the obtained crude pr...